From a dataset of the Open Reaction Database (ORD), a public repository of structured organic reaction records. describe an organic reaction: reactants, conditions, products, and yield Starting materials: C1=CN(C=N1)C(=O)N2C=CN=C2 (CDI), N([C@@H](CCC(O)=O)C(=O)OC(C)(C)C)C(=O)OC(C)(C)C (Boc-Glu-OtBu), NC=1C=CC(=C(C1)S(=O)(=O)O)O (5-amino-2-hydroxybenzene sulfonic acid). Solvent: C1CCOC1 (THF), C(Cl)Cl (methylene chloride). Reaction conditions: time 30 minute. Product: OC1=C(C=C(C=C1)NC(CC[C@H](N)C(=O)O)=O)S(=O)(=O)O (N5-(4-hydroxy-3-sulfophenyl)-L-glutamine). As a reaction SMILES: [NH:1](C(OC(C)(C)C)=O)[C@H:2]([C:8]([O:10]C(C)(C)C)=[O:9])[CH2:3][CH2:4][C:5](=[O:7])O.C1N=CN(C(N2C=NC=C2)=O)C=1.[NH2:34][C:35]1[CH:36]=[CH:37][C:38]([OH:45])=[C:39]([S:41]([OH:44])(=[O:43])=[O:42])[CH:40]=1>C(Cl)Cl.C1COCC1>[OH:45][C:38]1[CH:37]=[CH:36][C:35]([NH:34][C:5](=[O:7])[CH2:4][CH2:3][C@@H:2]([C:8]([OH:10])=[O:9])[NH2:1])=[CH:40][C:39]=1[S:41]([OH:44])(=[O:42])=[O:43]. Procedure details: Boc-Glu-OtBu (100 mg, 0.33 mmol) was dissolved in methylene chloride (1 mL) and THF (1 mL). CDI (65 mg, 1.1 mmol) was added thereto and stirred at room temperature for 30 minutes. Then, 5-amino-2-hydroxybenzene sulfonic acid salt (77 mg, 0.33 mmol) was added thereto and stirred overnight at room temperature. After removing a solvent, purification was conducted in accordance with the purification process A. The obtained intermediate was dissolved in 2 mL of TFA and stirred at room temperature for...